From a dataset of the Open Reaction Database (ORD), a public repository of structured organic reaction records. describe an organic reaction: reactants, conditions, products, and yield The reactants are ClC1=CC=C(C=C1)S(=O)(=O)N(CC1=CC=C(C=C1)CNC)[C@@H](C(=O)N)CC(C)C ((2R)-2-[N-(4-Chlorobenzenesulfonyl)-N-(4-methylaminomethyl-benzyl)-amino]-4-methyl-pentanoic acid amide), Cl.CN(CCCN=C=NCC)C (1-[3-(dimethylamino)propyl]-3-ethylcarbodiimide hydrochloride), (α-dimethylamino)acetic acid, ON1N=NC2=C1C=CC=C2 (1-hydroxybenzotriazole). Product: ClC1=CC=C(C=C1)S(=O)(=O)N(CC1=CC=C(C=C1)CN(C)C(CN(C)C)=O)[C@@H](C(=O)N)CC(C)C ((2R)-2-[N-(4-Chlorobenzenesulfonyl)-N-(4-{[(2-dimethylamino-acetyl)-methyl-amino]-methyl}-benzyl)-amino]-4-methyl-pentanoic acid amide). Yield: 68.6%. As a reaction SMILES: [Cl:1][C:2]1[CH:7]=[CH:6][C:5]([S:8]([N:11]([C@H:22]([CH2:26][CH:27]([CH3:29])[CH3:28])[C:23]([NH2:25])=[O:24])[CH2:12][C:13]2[CH:18]=[CH:17][C:16]([CH2:19][NH:20][CH3:21])=[CH:15][CH:14]=2)(=[O:10])=[O:9])=[CH:4][CH:3]=1.[OH:30]N1C2C=CC=CC=2N=N1.Cl.[CH3:41][N:42]([CH3:51])[CH2:43][CH2:44]CN=C=NCC>C(Cl)Cl>[Cl:1][C:2]1[CH:3]=[CH:4][C:5]([S:8]([N:11]([C@H:22]([CH2:26][CH:27]([CH3:29])[CH3:28])[C:23]([NH2:25])=[O:24])[CH2:12][C:13]2[CH:18]=[CH:17][C:16]([CH2:19][N:20]([C:44](=[O:30])[CH2:43][N:42]([CH3:51])[CH3:41])[CH3:21])=[CH:15][CH:14]=2)(=[O:10])=[O:9])=[CH:6][CH:7]=1 |f:2.3|. Run in C(Cl)Cl (CH2Cl2), C(Cl)Cl (CH2Cl2). Procedure: (2R)-2-[N-(4-Chlorobenzenesulfonyl)-N-(4-methylaminomethyl-benzyl)-amino]-4-methyl-pentanoic acid amide (75 mg, 0.17 mmol), (α-dimethylamino)acetic acid (18 mg, 0.17 mmol), 1-hydroxybenzotriazole (24 mg, 0.17 mmol), and 1-[3-(dimethylamino)propyl]-3-ethylcarbodiimide hydrochloride (33 mg, 0.17 mmol) were combined in 3 mL CH2Cl2 and stirred overnight. The reaction mixture was diluted with 5 mL CH2Cl2 and washed with 1 N NaOH and brine. The organic phase was dried by filtering through cotton and t... Run at time 8 hour. Starting materials: O=C(NC1Cc2ccccc2N(CC(O)CO)C1=O)c1cc2cc(Cl)sc2[nH]1, CC1(C)OCC(CN2C(=O)C(N)Cc3ccccc32)CO1. The product is CC1(C)OCC(CN2C(=O)C(NC(=O)c3cc4cc(Cl)sc4[nH]3)Cc3ccccc32)CO1. Reaction SMILES: [Cl:22][c:23]1[cH:24][c:25]2[c:26]([nH:27][c:28]([C:30](=[O:31])[NH:32][CH:33]3[CH2:34][c:35]4[c:36]([cH:37][cH:38][cH:39][cH:40]4)[N:41]([CH2:42][CH:43]([OH:44])[CH2:45][OH:46])[C:47]3=[O:48])[cH:29]2)[s:49]1.[NH2:1][CH:2]1[C:3](=[O:21])[N:4]([CH2:12][CH:13]2[CH2:14][O:15][C:16]([CH3:19])([CH3:20])[O:17][CH2:18]2)[c:5]2[cH:6][cH:7][cH:8][cH:9][c:10]2[CH2:11]1>>[NH:1]([CH:2]1[C:3](=[O:21])[N:4]([CH2:12][CH:13]2[CH2:14][O:15][C:16]([CH3:19])([CH3:20])[O:17][CH2:18]2)[c:5]2[cH:6][cH:7][cH:8][cH:9][c:10]2[CH2:11]1)[C:30]([c:28]1[nH:27][c:26]2[c:25]([cH:24][c:23]([Cl:22])[s:49]2)[cH:29]1)=[O:31]. Reactants: C(C(=C)C)(=O)OCC.C(C(=C)C)(=O)OCCO (EMA HEMA), hydroxyl, polystyrene. Run in C1CCOC1 (THF). Yields the product CC(=C)C(=O)OCCO (HEMA). RXN SMILES: C(OCC)(=O)C(C)=C.[C:9]([O:14][CH2:15][CH2:16][OH:17])(=[O:13])[C:10]([CH3:12])=[CH2:11]>C1COCC1>[CH3:12][C:10]([C:9]([O:14][CH2:15][CH2:16][OH:17])=[O:13])=[CH2:11] |f:0.1|. Procedure: In a nitrogen-substituted flask equipped with a reflux condenser and an agitator, 97 parts of ethyl methacrylate (hereinafter abbreviated as “EMA”), 19.5 parts of 2-hydroxyethyl methacrylate (hereinafter abbreviated as “HEMA”), 0.18 parts of azobisisobutylonitrile (hereinafter abbreviated as “AIBN”) and 200 parts of 1,2-dimethoxyethane were added, mixed together, and dissolved. Then, the mixture was allowed to react in a nitrogen current under agitation at 70° C. for 6 hours. The obtained reacti... Reactants: O=C([O-])[O-], COc1ccc(-c2cccc(O)c2)cc1, [Cs+], [Cs+], O=Cc1ccc(F)cc1, CN(C)C=O. Product: COc1ccc(-c2cccc(Oc3ccc(C=O)cc3)c2)cc1. As a reaction SMILES: [C:25](=[O:26])([O-:27])[O-:28].[CH3:1][O:2][c:3]1[cH:4][cH:5][c:6](-[c:9]2[cH:10][c:11]([OH:15])[cH:12][cH:13][cH:14]2)[cH:7][cH:8]1.[Cs+:29].[Cs+:30].[F:16][c:17]1[cH:18][cH:19][c:20]([CH:21]=[O:22])[cH:23][cH:24]1.[O:31]=[CH:32][N:33]([CH3:34])[CH3:35]>>[CH3:1][O:2][c:3]1[cH:4][cH:5][c:6](-[c:9]2[cH:10][c:11]([O:15][c:17]3[cH:18][cH:19][c:20]([CH:21]=[O:22])[cH:23][cH:24]3)[cH:12][cH:13][cH:14]2)[cH:7][cH:8]1. Reactants: COC(C(C1=CC(=C(C=C1)OCCOC1=CC2=CC=CC=C2C=C1)[N+](=O)[O-])=O)=O (4-[2-(2-naphthalenyloxy)ethoxy]-3-nitro-alpha-oxobenzeneacetic acid methyl ester), [OH-].[Na+] (sodium hydroxide). Solvent: CO (methanol), O1CCCC1 (tetrahydrofuran), O (water). Product: C1=C(C=CC2=CC=CC=C12)OCCOC1=C(C=C(C=C1)C(C(=O)O)=O)[N+](=O)[O-] (4-[2-(2-naphthalenyloxy)ethoxy]-3-nitro-alpha-oxobenzeneacetic acid). Isolated yield 79.2%. Reaction SMILES: C[O:2][C:3](=[O:29])[C:4](=[O:28])[C:5]1[CH:10]=[CH:9][C:8]([O:11][CH2:12][CH2:13][O:14][C:15]2[CH:24]=[CH:23][C:22]3[C:17](=[CH:18][CH:19]=[CH:20][CH:21]=3)[CH:16]=2)=[C:7]([N+:25]([O-:27])=[O:26])[CH:6]=1.[OH-].[Na+]>CO.O1CCCC1.O>[CH:16]1[C:17]2[C:22](=[CH:21][CH:20]=[CH:19][CH:18]=2)[CH:23]=[CH:24][C:15]=1[O:14][CH2:13][CH2:12][O:11][C:8]1[CH:9]=[CH:10][C:5]([C:4](=[O:28])[C:3]([OH:29])=[O:2])=[CH:6][C:7]=1[N+:25]([O-:27])=[O:26] |f:1.2|. Reported procedure: A solution of 4-[2-(2-naphthalenyloxy)ethoxy]-3-nitro-alpha-oxobenzeneacetic acid methyl ester (0.55 g) in warm methanol (10 mL) and tetrahydrofuran (10 mL) was treated with 1N sodium hydroxide (2 mL) and after 5 minutes the mixture was diluted with water and concentrated to remove the organic solvents. The residue was acidified with excess hydrochloric acid and extracted with dichloromethane containing a little tetrahydrofuran. The organic layer was washed with water, dried (Na2SO4), filtered a... Starting materials: Cl.N1(C=NC=C1)CCCCCCOC=1C=C2CN3C(=NC2=CC1)NC(C3)=O (7-(6-(N-imidazolyl)hexyl)oxy-1,2,3,5-tetrahydroimidazo[2,1-b]quinazolin-2-one HCl), C([O-])([O-])=O.[K+].[K+] (potassium carbonate). Solvent: CCOCC (ether). Product: N1(C=NC=C1)CCCCCCOC=1C=C2CN3C(=NC2=CC1)NC(C3)=O (7-(6-(N-imidazolyl)hexyl)oxy-1,2,3,5-tetrahydroimidazo[2,1-b]quinazolin-2-one). RXN SMILES: Cl.[N:2]1([CH2:7][CH2:8][CH2:9][CH2:10][CH2:11][CH2:12][O:13][C:14]2[CH:15]=[C:16]3[C:21](=[CH:22][CH:23]=2)[N:20]=[C:19]2[NH:24][C:25](=[O:27])[CH2:26][N:18]2[CH2:17]3)[CH:6]=[CH:5][N:4]=[CH:3]1.C(=O)([O-])[O-].[K+].[K+]>CCOCC>[N:2]1([CH2:7][CH2:8][CH2:9][CH2:10][CH2:11][CH2:12][O:13][C:14]2[CH:15]=[C:16]3[C:21](=[CH:22][CH:23]=2)[N:20]=[C:19]2[NH:24][C:25](=[O:27])[CH2:26][N:18]2[CH2:17]3)[CH:6]=[CH:5][N:4]=[CH:3]1 |f:0.1,2.3.4|. Procedure details: 1.0 g of 7-(6-(N-imidazolyl)hexyl)oxy-1,2,3,5-tetrahydroimidazo[2,1-b]quinazolin-2-one HCl suspended in 50 ml of ether is stirred with a twofold stoichiometric excess of dilute aqueous potassium carbonate solution until the salt is completely dissolved. The organic layer is then separated, washed twice with water, dried over magnesium sulfate and evaporated to yield 7-(6-(N-imidazolyl)hexyl)oxy-1,2,3,5-tetrahydroimidazo[2,1-b]quinazolin-2-one as the free base. Starting materials: Cl.FC1=CC=C(C=C1)CNC=1C=NC=CC1[N+](=O)[O-] (N-[(4-fluorophenyl)methyl]-4-nitro-3-pyridinamine monohydrochloride), S1C(=CC=C1)CN1C(=NC2=C1C=CC=C2)NC2CCN(CC2)CC#N (4-[[1-(2-thienylmethyl)-1H-benzimidazol-2-yl]amino]-1-piperidineacetonitrile), [OH-].[Na+] (sodium hydroxide), [H-].[Al+3].[Li+].[H-].[H-].[H-] (lithium aluminum hydride). Run in O1CCCC1 (tetrahydrofuran), O (water), O1CCCC1 (tetrahydrofuran), O (water). Run at time 3 hour. Product: N1=C(NC2=C1C=CC=C2)N (benzimidazol-2-amine). As a reaction SMILES: [H-].[Al+3].[Li+].[H-].[H-].[H-].Cl.FC1C=CC(CNC2C=NC=CC=2[N+]([O-])=O)=CC=1.S1C=CC=C1C[N:32]1[C:36]2[CH:37]=[CH:38][CH:39]=[CH:40][C:35]=2[N:34]=[C:33]1[NH:41]C1CCN(CC#N)CC1.[OH-].[Na+]>O1CCCC1.O>[N:32]1[C:36]2[CH:37]=[CH:38][CH:39]=[CH:40][C:35]=2[NH:34][C:33]=1[NH2:41] |f:0.1.2.3.4.5,6.7,9.10|. Reported procedure: To a stirred mixture of 2.5 parts of lithium aluminum hydride and 225 parts of tetrahydrofuran was added dropwise a solution of 13 parts of 4-[[1-(2-thienylmethyl)-1H-benzimidazol-2-yl]amino]-1-piperidineacetonitrile in tetrahydrofuran under nitrogen atmosphere. Upon completion, stirring was continued for 3 hours at reflux. The reaction mixture was cooled in an ice bath and decomposed by the successive additions of 2.5 parts of water, 7.5 parts of a sodium hydroxide solution 15% and 7.5 parts of... The reactants are Cc1cc(C)c(C(=O)O)c(C)c1, Cc1ccc(CN)cc1. Reaction conditions: temperature 25 celsius, time 2 hour. Product: Cc1ccc(CNC(=O)c2c(C)cc(C)cc2C)cc1. Yield: 0.1%. Run in CN(C)C=O (DMF), CN(C)C=O (DMF), CN(C)C=O (DMF), CN(C)C=O (DMF), CN(C)C=O (DMF), CN(C)C=O (DMF). Reagents/catalysts: C1CCN(C1)C(=[N+]2CCCC2)F.F[P-](F)(F)(F)(F)F (BTFFH), CCN(C(C)C)C(C)C (DIPEA). As a reaction SMILES: Cc1ccc(CN)cc1.Cc1cc(C)c(C(=O)O)c(C)c1.C1CCN(C1)C(=[N+]2CCCC2)F.F[P-](F)(F)(F)(F)F.CCN(C(C)C)C(C)C.CN(C)C=O>>Cc1ccc(CNC(=O)c2c(C)cc(C)cc2C)cc1.